This data is from the Open Reaction Database (ORD), a public repository of structured organic reaction records. The task is: describe an organic reaction: reactants, conditions, products, and yield Starting materials: CN1CC2=C(NC=3C=CC(=CC23)C)CC1 (2,3,4,5-tetrahydro-2,8-dimethyl-1H-pyrido[4,3-b]indole), [H-].[Na+] (sodium hydride), CC1(OC1)C=1C=NC=C(C(=O)OC)C1 (methyl 5-(2-methyloxiran-2-yl)nicotinate). Run in CN(C)C=O (DMF). Conditions: time 10 minute. The product is CN1CC2=C(N(C=3C=CC(=CC23)C)CC(C)(O)C=2C=C(C=NC2)C(=O)O)CC1 (5-(1-(1,2,3,4-tetrahydro-2,8-dimethylpyrido[4,3-b]indol-5-yl)-2-hydroxypropan-2-yl)pyridine-3-carboxylic acid). Isolated yield 5.7%. Reaction SMILES: [CH3:1][N:2]1[CH2:15][CH2:14][C:5]2[NH:6][C:7]3[CH:8]=[CH:9][C:10]([CH3:13])=[CH:11][C:12]=3[C:4]=2[CH2:3]1.[H-].[Na+].[CH3:18][C:19]1([C:22]2[CH:23]=[N:24][CH:25]=[C:26]([CH:31]=2)[C:27]([O:29]C)=[O:28])[CH2:21][O:20]1>CN(C=O)C>[CH3:1][N:2]1[CH2:15][CH2:14][C:5]2[N:6]([CH2:21][C:19]([C:22]3[CH:31]=[C:26]([C:27]([OH:29])=[O:28])[CH:25]=[N:24][CH:23]=3)([OH:20])[CH3:18])[C:7]3[CH:8]=[CH:9][C:10]([CH3:13])=[CH:11][C:12]=3[C:4]=2[CH2:3]1 |f:1.2|. Procedure: To a solution of 2,3,4,5-tetrahydro-2,8-dimethyl-1H-pyrido[4,3-b]indole (90 mg, 0.466 mmol) in DMF (2 mL), sodium hydride (60%, 33 mg, 1.44 mmol) was added. After stirring for 10 min., methyl 5-(2-methyloxiran-2-yl)nicotinate (1.09 g, 12.4 mmol) was added to the reaction mixture, which was stirred at RT for 16 h. The progress of reaction was monitored by TLC and LCMS. The reaction mixture was quenched with ice-water and extracted with EtOAc (2×100 mL). The aqueous layer was lyophilized and purif... The reactants are ClC1=NN2C(C(=CC=C2)NCC=2C(=NC=CC2)N(S(=O)(=O)C)C)=N1 (N-{3-[(2-chloro-[1,2,4]triazolo[1,5-a]pyridin-8-ylamino)-methyl]-pyridin-2-yl}-N-methyl-methanesulfonamide), COC1=C(C=CC(=C1)N1CCN(CC1)C)N (2-methoxy-4-(4-methyl-piperazin-1-yl)-phenylamine), C1(CCCCC1)P(C1=C(C=CC=C1)C1=C(C=CC=C1)P(C1CCCCC1)C1CCCCC1)C1CCCCC1 (2,2′-bis-dicyclohexylphosphanyl-biphenyl). Product: COC1=C(C=CC(=C1)N1CCN(CC1)C)NC1=NN2C(C(=CC=C2)NCC=2C(=NC=CC2)N(S(=O)(=O)C)C)=N1 (N-[3-({2-[2-Methoxy-4-(4-methyl-piperazin-1-yl)-phenylamino]-[1,2,4]triazolo[1,5-a]pyridin-8-ylamino}-methyl)-pyridin-2-yl]-N-methyl-methanesulfonamide), foam. Yield: 43.0%. RXN SMILES: Cl[C:2]1[N:24]=[C:5]2[C:6]([NH:10][CH2:11][C:12]3[C:13]([N:18]([CH3:23])[S:19]([CH3:22])(=[O:21])=[O:20])=[N:14][CH:15]=[CH:16][CH:17]=3)=[CH:7][CH:8]=[CH:9][N:4]2[N:3]=1.[CH3:25][O:26][C:27]1[CH:32]=[C:31]([N:33]2[CH2:38][CH2:37][N:36]([CH3:39])[CH2:35][CH2:34]2)[CH:30]=[CH:29][C:28]=1[NH2:40].C1(P(C2CCCCC2)C2C=CC=CC=2C2C=CC=CC=2P(C2CCCCC2)C2CCCCC2)CCCCC1>>[CH3:25][O:26][C:27]1[CH:32]=[C:31]([N:33]2[CH2:34][CH2:35][N:36]([CH3:39])[CH2:37][CH2:38]2)[CH:30]=[CH:29][C:28]=1[NH:40][C:2]1[N:24]=[C:5]2[C:6]([NH:10][CH2:11][C:12]3[C:13]([N:18]([CH3:23])[S:19]([CH3:22])(=[O:21])=[O:20])=[N:14][CH:15]=[CH:16][CH:17]=3)=[CH:7][CH:8]=[CH:9][N:4]2[N:3]=1. Reported procedure: N-[3-({2-[2-Methoxy-4-(4-methyl-piperazin-1-yl)-phenylamino]-[1,2,4]triazolo[1,5-a]pyridin-8-ylamino}-methyl)-pyridin-2-yl]-N-methyl-methanesulfonamide was prepared from N-{3-[(2-chloro-[1,2,4]triazolo[1,5-a]pyridin-8-ylamino)-methyl]-pyridin-2-yl}-N-methyl-methanesulfonamide (75.0 mg, 0.204 mmol) and 2-methoxy-4-(4-methyl-piperazin-1-yl)-phenylamine (50.0 mg, 0.226 mmol) with 2,2′-bis-dicyclohexylphosphanyl-biphenyl (25.0 mg, 0.0457 mmol) as the ligand in a manner analogous to Example 2d. Produ... Reactants: Oc1ccc2cc(Br)ccc2c1, CC#N, N#Cc1ccc([N+](=O)[O-])cc1F, C1COCCOCCOCCOCCOCCO1. Yields the product N#Cc1ccc([N+](=O)[O-])cc1Oc1ccc2cc(Br)ccc2c1. Reaction SMILES: [Br:13][c:14]1[cH:15][c:16]2[cH:17][cH:18][c:19]([OH:24])[cH:20][c:21]2[cH:22][cH:23]1.[CH3:43][C:44]#[N:45].[F:1][c:2]1[c:3]([C:4]#[N:5])[cH:6][cH:7][c:8]([N+:10](=[O:11])[O-:12])[cH:9]1.[O:25]1[CH2:26][CH2:27][O:28][CH2:29][CH2:30][O:31][CH2:32][CH2:33][O:34][CH2:35][CH2:36][O:37][CH2:38][CH2:39][O:40][CH2:41][CH2:42]1>>[c:2]1([O:24][c:19]2[cH:18][cH:17][c:16]3[cH:15][c:14]([Br:13])[cH:23][cH:22][c:21]3[cH:20]2)[c:3]([C:4]#[N:5])[cH:6][cH:7][c:8]([N+:10](=[O:11])[O-:12])[cH:9]1. The reactants are C1(=CC=CC=C1)P(C1=CC=CC=C1)C1=CC=CC=C1 (triphenylphosphine), C(CCC)[C@H]1CO[C@@H](OC1)C1=CC=C(C=O)C=C1 (p-(trans-5-butyl-1,3-dioxan-2-yl)benzaldehyde), CCCCCC (hexane), BrC(Br)(Br)Br (tetrabromomethane). The solvent is C(Cl)Cl (methylene chloride), C(Cl)Cl (methylene chloride), C(Cl)Cl (methylene chloride). Conditions: temperature 0 celsius, time 5 minute. Yields the product BrC(=CC1=CC=C(C=C1)[C@@H]1OC[C@H](CO1)CCCC)Br (trans-2-[p-(2,2-dibromovinyl)phenyl]-5-butyl-1,3-dioxane). Isolated yield 39.1%. Reaction SMILES: [Br:1][C:2]([Br:5])(Br)Br.C1(P(C2C=CC=CC=2)C2C=CC=CC=2)C=CC=CC=1.[CH2:25]([C@@H:29]1[CH2:34][O:33][C@@H:32]([C:35]2[CH:42]=[CH:41][C:38]([CH:39]=O)=[CH:37][CH:36]=2)[O:31][CH2:30]1)[CH2:26][CH2:27][CH3:28].CCCCCC>C(Cl)Cl>[Br:1][C:2]([Br:5])=[CH:39][C:38]1[CH:37]=[CH:36][C:35]([C@H:32]2[O:31][CH2:30][C@H:29]([CH2:25][CH2:26][CH2:27][CH3:28])[CH2:34][O:33]2)=[CH:42][CH:41]=1. Procedure details: A solution of 13.6 g of tetrabromomethane in 150 ml of methylene chloride was placed at 0° C. in a sulphonation flask under argon gasification and treated within 10 minutes with a solution of 21.51 g of triphenylphosphine in 40 ml of methylene chloride. After completion of the addition, the clear orange solution was stirred at 0° C. for a further 5 minutes and then a solution of 5.08 g of p-(trans-5-butyl-1,3-dioxan-2-yl)benzaldehyde in 30 ml of methylene chloride was added dropwise within 5 min... Reactants: CC(C)(C)OC(=O)N1CC(N=[N+]=[N-])CC1C(=O)O, ClCCCl, CN1CCNCC1, CCN(C(C)C)C(C)C, CN(C)C=O, On1nnc2ccccc21. Product: CN1CCN(C(=O)C2CC(N=[N+]=[N-])CN2C(=O)OC(C)(C)C)CC1. As a reaction SMILES: [C:1](=[O:2])([O:3][C:4]([CH3:5])([CH3:6])[CH3:7])[N:8]1[CH:9]([C:16](=[O:17])[OH:18])[CH2:10][CH:11]([N:13]=[N+:14]=[N-:15])[CH2:12]1.[CH2:45]([Cl:46])[CH2:47][Cl:48].[CH3:28][N:29]1[CH2:30][CH2:31][NH:32][CH2:33][CH2:34]1.[CH:19]([N:20]([CH2:21][CH3:22])[CH:23]([CH3:24])[CH3:25])([CH3:26])[CH3:27].[O:49]=[CH:50][N:51]([CH3:52])[CH3:53].[OH:35][n:36]1[c:37]2[c:38]([cH:39][cH:40][cH:41][cH:42]2)[n:43][n:44]1>>[C:1](=[O:2])([O:3][C:4]([CH3:5])([CH3:6])[CH3:7])[N:8]1[CH:9]([C:16](=[O:18])[N:32]2[CH2:31][CH2:30][N:29]([CH3:28])[CH2:34][CH2:33]2)[CH2:10][CH:11]([N:13]=[N+:14]=[N-:15])[CH2:12]1.